This data is from the Open Reaction Database (ORD), a public repository of structured organic reaction records. The task is: describe an organic reaction: reactants, conditions, products, and yield Starting materials: CC(=O)O, C1N2CN3CN1CN(C2)C3, Cl, Cl, CC(C)(C)c1cc(O)c(CN)c(C(C)(C)C)c1, O, O. Yields the product CNCc1c(O)cc(C(C)(C)C)cc1C(C)(C)C. Reaction SMILES: [C:32]([OH:33])(=[O:34])[CH3:35].[CH2:20]1[N:21]2[CH2:22][N:23]3[CH2:24][N:25]([CH2:26]2)[CH2:27][N:28]1[CH2:29]3.[ClH:19].[ClH:1].[NH2:2][CH2:3][c:4]1[c:5]([OH:18])[cH:6][c:7]([C:14]([CH3:15])([CH3:16])[CH3:17])[cH:8][c:9]1[C:10]([CH3:11])([CH3:12])[CH3:13].[OH2:30].[OH2:31]>>[NH:2]([CH2:3][c:4]1[c:5]([OH:18])[cH:6][c:7]([C:14]([CH3:15])([CH3:16])[CH3:17])[cH:8][c:9]1[C:10]([CH3:11])([CH3:12])[CH3:13])[CH3:20]. The reactants are BrC1=CC=CC(=N1)CC(CCC)O (1-(6-Bromopyridin-2-yl)pentan-2-ol), CC1=C(C(=CC(=C1)C)C)B(O)O (2,4,6-trimethylbenzeneboronic acid), CC(C)([O-])C.[K+] (Potassium t-butoxide). Reagents/catalysts: C=1C=CC(=CC1)[P](C=2C=CC=CC2)(C=3C=CC=CC3)[Pd]([P](C=4C=CC=CC4)(C=5C=CC=CC5)C=6C=CC=CC6)([P](C=7C=CC=CC7)(C=8C=CC=CC8)C=9C=CC=CC9)[P](C=1C=CC=CC1)(C=1C=CC=CC1)C=1C=CC=CC1 (Tetrakis(triphenylphosphine)palladium(0)). Run in COCCOC (1,2-dimethoxyethane), COCCOC (1,2-dimethoxyethane), C(C)(C)(C)O (t-butanol). Reaction conditions: temperature 50 celsius. Product: ethyl acetate hexanes, C1(=C(C(=CC(=C1)C)C)C1=CC=CC(=N1)CC(CCC)O)C (1-(6-Mesitylpyridin-2-yl)pentan-2-ol). The yield is 77.8%. RXN SMILES: Br[C:2]1[N:7]=[C:6]([CH2:8][CH:9]([OH:13])[CH2:10][CH2:11][CH3:12])[CH:5]=[CH:4][CH:3]=1.[CH3:14][C:15]1[CH:20]=[C:19]([CH3:21])[CH:18]=[C:17]([CH3:22])[C:16]=1B(O)O.CC(C)([O-])C.[K+]>COCCOC.C(O)(C)(C)C.C1C=CC([P]([Pd]([P](C2C=CC=CC=2)(C2C=CC=CC=2)C2C=CC=CC=2)([P](C2C=CC=CC=2)(C2C=CC=CC=2)C2C=CC=CC=2)[P](C2C=CC=CC=2)(C2C=CC=CC=2)C2C=CC=CC=2)(C2C=CC=CC=2)C2C=CC=CC=2)=CC=1>[C:15]1([CH3:14])[CH:20]=[C:19]([CH3:21])[CH:18]=[C:17]([CH3:22])[C:16]=1[C:2]1[N:7]=[C:6]([CH2:8][CH:9]([OH:13])[CH2:10][CH2:11][CH3:12])[CH:5]=[CH:4][CH:3]=1 |f:2.3,^1:46,48,67,86|. Reported procedure: 1-(6-Bromopyridin-2-yl)pentan-2-ol (3.23 g, 13.2 mmol) was dissolved in 30 mL of 1,2-dimethoxyethane. Tetrakis(triphenylphosphine)palladium(0) (0.76 g, 0.66 mmol) was added and the solution was heated to 50° C. for 15 min. After cooling the solution, 2,4,6-trimethylbenzeneboronic acid (2.60 g, 15.9 mmol) in 15 mL 1,2-dimethoxyethane was added to parent solution. Potassium t-butoxide (2.96 g, 26.5 mmol) in 15 mL t-butanol was added last. The reaction was heated at 90° C. for 0.5 h. After cooling,... Starting materials: CCOC(=O)c1c(C(=O)OCC)c2c(-c3ccccc3)cc(N3CCOCC3)nn2c1CCCO, CCN=C=O, CC#N, CCN(C(C)C)C(C)C. Product: CCNC(=O)OCCCc1c(C(=O)OCC)c(C(=O)OCC)c2c(-c3ccccc3)cc(N3CCOCC3)nn12. Reaction SMILES: [CH2:15]([CH3:16])[O:17][C:18](=[O:19])[c:20]1[c:21]([C:45](=[O:46])[O:47][CH2:48][CH3:49])[c:22]([CH2:41][CH2:42][CH2:43][OH:44])[n:23]2[n:24][c:25]([N:35]3[CH2:36][CH2:37][O:38][CH2:39][CH2:40]3)[cH:26][c:27](-[c:29]3[cH:30][cH:31][cH:32][cH:33][cH:34]3)[c:28]12.[CH2:1]([CH3:2])[N:3]=[C:4]=[O:5].[CH3:50][C:51]#[N:52].[CH:6]([N:7]([CH:8]([CH3:9])[CH3:10])[CH2:11][CH3:12])([CH3:13])[CH3:14]>>[CH2:1]([CH3:2])[NH:3][C:4](=[O:5])[O:44][CH2:43][CH2:42][CH2:41][c:22]1[c:21]([C:45](=[O:46])[O:47][CH2:48][CH3:49])[c:20]([C:18]([O:17][CH2:15][CH3:16])=[O:19])[c:28]2[n:23]1[n:24][c:25]([N:35]1[CH2:36][CH2:37][O:38][CH2:39][CH2:40]1)[cH:26][c:27]2-[c:29]1[cH:30][cH:31][cH:32][cH:33][cH:34]1. The reactants are CN1C(=C(C2=CC(=CC=C12)[N+](=O)[O-])C1=CC=CC=C1)C(=O)OCC (ethyl 1-methyl-5-nitro-3-phenyl-1H-indole-2-carboxylate), C(C)(C)(C)C1=CC=C(C=C1)S(=O)(=O)Cl (4-tert-butylbenzene sulfonyl chloride). The product is C(C)(C)(C)C1=CC=C(C=C1)S(=O)(=O)NC=1C=C2C(=C(N(C2=CC1)C)C(=O)O)C1=CC=CC=C1 (5-{[(4-tert-butylphenyl)sulfonyl]amino}-1-methyl-3-phenyl-1H-indole-2-carboxylic acid). As a reaction SMILES: [CH3:1][N:2]1[C:10]2[C:5](=[CH:6][C:7]([N+:11]([O-])=O)=[CH:8][CH:9]=2)[C:4]([C:14]2[CH:19]=[CH:18][CH:17]=[CH:16][CH:15]=2)=[C:3]1[C:20]([O:22]CC)=[O:21].[C:25]([C:29]1[CH:34]=[CH:33][C:32]([S:35](Cl)(=[O:37])=[O:36])=[CH:31][CH:30]=1)([CH3:28])([CH3:27])[CH3:26]>>[C:25]([C:29]1[CH:34]=[CH:33][C:32]([S:35]([NH:11][C:7]2[CH:6]=[C:5]3[C:10](=[CH:9][CH:8]=2)[N:2]([CH3:1])[C:3]([C:20]([OH:22])=[O:21])=[C:4]3[C:14]2[CH:19]=[CH:18][CH:17]=[CH:16][CH:15]=2)(=[O:37])=[O:36])=[CH:31][CH:30]=1)([CH3:28])([CH3:26])[CH3:27]. Reported procedure: The title compound was prepared from ethyl 1-methyl-5-nitro-3-phenyl-1H-indole-2-carboxylate and 4-tert-butylbenzene sulfonyl chloride followed the procedures of Example 1 Step 2 & Step 3 as a pale yellow solid: 1H NMR (DMSO-d6) δ 1.25 (s, 9H, 3.94 (s, 3H, 7.00-7.10 (m, 1H, 7.10-7.27 (m, 3H, 7.27-7.45 (m, 3H, 7.45-7.62 (m, 5H, 9.86 (s, 1H), 12.97 (br s, 1H; MS (ESI) m/z 461 [M-H]−; HRMS calcd for C26H27N2O4S: 463.1689; found (ESI+): 463.1681; Anal. calcd for C26H26N2O4S.0.15H2O: C, 67.12; H, 5.7... The product is OC1CCN(c2cc(Br)cc(C(F)(F)F)c2)C1. Starting materials: OC(CBr)CCBr, Nc1cc(Br)cc(C(F)(F)F)c1, [Na+], [Na+], O=C([O-])[O-]. As a reaction SMILES: [Br:13][CH2:14][CH:15]([CH2:16][CH2:17][Br:18])[OH:19].[Br:1][c:2]1[cH:3][c:4]([NH2:5])[cH:6][c:7]([C:9]([F:10])([F:11])[F:12])[cH:8]1.[Na+:20].[Na+:21].[O-:22][C:23](=[O:24])[O-:25]>>[Br:1][c:2]1[cH:3][c:4]([N:5]2[CH2:14][CH:15]([OH:19])[CH2:16][CH2:17]2)[cH:6][c:7]([C:9]([F:10])([F:11])[F:12])[cH:8]1. Isolated yield 38.8%. The product is OC1=C(C(=O)O)C(=CC=C1)C (2-hydroxy-6-methylbenzoic acid). Procedure: In a solution of 2-methoxy-6-methylbenzoic acid ethyl ester (5 g, 25.77 mmol) and NaOH (6.18 g, 154.64 mmol) in EtOH (100 mL) and water (40 mL) was stirred at reflux for 24 hours. EtOH was then removed using a rotary evaporator and the aqueous was acidified with HCl (1 N) to pH=4. Extract with CH2Cl2 (3×100 mL) followed by concentration using a rotary evaporator afforded 4.25 g, of 2-methoxy-6-methylbenzoic acid (100%) as a white solid. To a solution of 2-methoxy-6-methylbenzoic acid (1.66 g, 10... RXN SMILES: C([O:3][C:4](=[O:14])[C:5]1[C:10]([CH3:11])=[CH:9][CH:8]=[CH:7][C:6]=1[O:12]C)C.[OH-].[Na+].COC1C=CC=C(C)C=1C(O)=O.B(Br)(Br)Br>CCO.O.C(Cl)Cl>[OH:12][C:6]1[CH:7]=[CH:8][CH:9]=[C:10]([CH3:11])[C:5]=1[C:4]([OH:14])=[O:3] |f:1.2|. The reactants are C(C)OC(C1=C(C=CC=C1C)OC)=O (2-methoxy-6-methylbenzoic acid ethyl ester), [OH-].[Na+] (NaOH), COC1=C(C(=O)O)C(=CC=C1)C (2-methoxy-6-methylbenzoic acid), B(Br)(Br)Br (BBr3), COC1=C(C(=O)O)C(=CC=C1)C (2-methoxy-6-methylbenzoic acid). The solvent is CCO (EtOH), O (water), C(Cl)Cl (CH2Cl2), C(Cl)Cl (CH2Cl2). Conditions: time 20 hour. The reactants are C1=CC=CC=C1 (benzene), dimethyl acetal, CC1=C(NCC=O)C=C(C=C1)OC (2-(2-methyl-5-methoxyanilino)-acetaldehyde), C([O-])([O-])=O.[Na+].[Na+] (sodium carbonate), ClCC(=O)Cl (α-chloroacetyl chloride). Solvent: O (water). Yields the product dimethyl acetal, ClCC(=O)N(C1=C(C=CC(=C1)OC)C)CC=O (2-(N-α-chloroacetyl-2-methyl-5-methoxyanilino)acetaldehyde). RXN SMILES: [CH3:1][C:2]1[CH:11]=[CH:10][C:9]([O:12][CH3:13])=[CH:8][C:3]=1[NH:4][CH2:5][CH:6]=[O:7].C(=O)([O-])[O-].[Na+].[Na+].C1C=CC=CC=1.[Cl:26][CH2:27][C:28](Cl)=[O:29]>O>[Cl:26][CH2:27][C:28]([N:4]([CH2:5][CH:6]=[O:7])[C:3]1[CH:8]=[C:9]([O:12][CH3:13])[CH:10]=[CH:11][C:2]=1[CH3:1])=[O:29] |f:1.2.3|. Procedure details: The dimethyl acetal of 2-(2-methyl-5-methoxyanilino)-acetaldehyde (0.1 mole), sodium carbonate (0.06 mole) dissolved in water (50 ml) and benzene (50 ml) are charged into a glass reaction vessel equipped with a mechanical stirrer, thermometer and cooling means. The mixture is cooled to a temperature of about 0° C. and α-chloroacetyl chloride (0.11 mole) is incrementally added with stirring. After the addition is completed stirring is continued and the reaction mixture is permitted to warm to roo... Starting materials: C(C1=CC=CC=C1)OC(=O)NC1CC(C1)O (N-(Benzyloxycarbonyl)-3-amino-1-cyclobutanol), [Si](C)(C)(C(C)(C)C)Cl (t-butyldimethylsilyl chloride). Run in N1=CC=CC=C1 (pyridine). Reaction conditions: time 65 hour. Yields the product C(C1=CC=CC=C1)OC(=O)NC1CC(C1)O[Si](C)(C)C(C)(C)C (3-(Benzyloxycarbonylamino)-1-(((1,1-dimethylethyl)dimethylsilyl)oxy)-cyclobutane). Yield: 94.2%. As a reaction SMILES: [CH2:1]([O:8][C:9]([NH:11][CH:12]1[CH2:15][CH:14]([OH:16])[CH2:13]1)=[O:10])[C:2]1[CH:7]=[CH:6][CH:5]=[CH:4][CH:3]=1.[Si:17](Cl)([C:20]([CH3:23])([CH3:22])[CH3:21])([CH3:19])[CH3:18]>N1C=CC=CC=1>[CH2:1]([O:8][C:9]([NH:11][CH:12]1[CH2:15][CH:14]([O:16][Si:17]([C:20]([CH3:23])([CH3:22])[CH3:21])([CH3:19])[CH3:18])[CH2:13]1)=[O:10])[C:2]1[CH:7]=[CH:6][CH:5]=[CH:4][CH:3]=1. Reported procedure: N-(Benzyloxycarbonyl)-3-amino-1-cyclobutanol (2.22 g, 10 mmol) from Step B and t-butyldimethylsilyl chloride (4.8 g, 32 mmol) were combined in 25 mL of anhydrous pyridine and the cloudy suspension was stirred over the weekend at ambient temperature, under a nitrogen atmosphere. After 65 h, the solution was concentrated in vacuo at 35°-40° C. The concentrate was diluted with 250 mL of methylene chloride and the methylene chloride solution was washed with 3×100 mL of water, dried over anhydrous ma... The reactants are C(C1=CC=CC=C1)N(S(=O)(=O)C1=CC=C(C=C1)I)CC1=CC=CC=C1 (N,N-Dibenzyl-4-iodobenzenesulfonamide), 2a, C=1C=CC(=CC1)P(C=2C=CC=CC2)C3=CC=C4C=CC=CC4=C3C5=C6C=CC=CC6=CC=C5P(C=7C=CC=CC7)C=8C=CC=CC8 (BINAP), C([O-])([O-])=O.[Cs+].[Cs+] (cesium carbonate), NC1=NC(=CC=C1C(=O)C1=C(C=CC=C1F)F)N ((2,6-diamino-3-pyridinyl)(2,6-difluorophenyl)methanone). Reagents/catalysts: C=1C=CC(=CC1)/C=C/C(=O)/C=C/C2=CC=CC=C2.C=1C=CC(=CC1)/C=C/C(=O)/C=C/C2=CC=CC=C2.C=1C=CC(=CC1)/C=C/C(=O)/C=C/C2=CC=CC=C2.[Pd].[Pd] (Pd2(dba)3). Solvent: O (water), O1CCOCC1 (dioxane), C1(=CC=CC=C1)C (toluene). Run at time 24 hour. The product is NC1=C(C=CC(=N1)NC1=CC=C(C=C1)S(=O)(=O)N(CC1=CC=CC=C1)CC1=CC=CC=C1)C(C1=C(C=CC=C1F)F)=O (4-[[6-amino-5-(2,6-difluorobenzoyl)-2-pyridinyl]amino]-N,N-bis(phenylmethyl)benzenesulfonamide), 2b. Yield: 46.0%. As a reaction SMILES: [CH2:1]([N:8]([CH2:19][C:20]1[CH:25]=[CH:24][CH:23]=[CH:22][CH:21]=1)[S:9]([C:12]1[CH:17]=[CH:16][C:15](I)=[CH:14][CH:13]=1)(=[O:11])=[O:10])[C:2]1[CH:7]=[CH:6][CH:5]=[CH:4][CH:3]=1.C1C=CC(P(C2C(C3C(P(C4C=CC=CC=4)C4C=CC=CC=4)=CC=C4C=3C=CC=C4)=C3C(C=CC=C3)=CC=2)C2C=CC=CC=2)=CC=1.C(=O)([O-])[O-].[Cs+].[Cs+].[NH2:78][C:79]1[C:84]([C:85]([C:87]2[C:92]([F:93])=[CH:91][CH:90]=[CH:89][C:88]=2[F:94])=[O:86])=[CH:83][CH:82]=[C:81]([NH2:95])[N:80]=1>O1CCOCC1.C1(C)C=CC=CC=1.C1C=CC(/C=C/C(/C=C/C2C=CC=CC=2)=O)=CC=1.C1C=CC(/C=C/C(/C=C/C2C=CC=CC=2)=O)=CC=1.C1C=CC(/C=C/C(/C=C/C2C=CC=CC=2)=O)=CC=1.[Pd].[Pd].O>[NH2:78][C:79]1[N:80]=[C:81]([NH:95][C:15]2[CH:16]=[CH:17][C:12]([S:9]([N:8]([CH2:19][C:20]3[CH:25]=[CH:24][CH:23]=[CH:22][CH:21]=3)[CH2:1][C:2]3[CH:7]=[CH:6][CH:5]=[CH:4][CH:3]=3)(=[O:11])=[O:10])=[CH:13][CH:14]=2)[CH:82]=[CH:83][C:84]=1[C:85](=[O:86])[C:87]1[C:88]([F:94])=[CH:89][CH:90]=[CH:91][C:92]=1[F:93] |f:2.3.4,8.9.10.11.12|. Reported procedure: A N,N-Dibenzyl-4-iodobenzenesulfonamide Compound 2a (20.4 mg, 0.044 mmol), Pd2(dba)3 (1.0 mg), BINAP (1.8 mg) and cesium carbonate (13 mg, 0.04 mmol) were added to a solution of Compound 1 (10 mg, 0.04 mmol) in dioxane (0.20 mL) and toluene (0.25 mL). The resulting mixture was stirred in an oil-bath (at a temperature of from about 90 to about 100° C.) for about 24 hours. The mixture was cooled to rt then water (20 mL) was added and extracted with methylene chloride (4×20 mL). The organic layers ... Starting materials: S(=O)(=O)([O-])OOS(=O)(=O)[O-].[NH4+].[NH4+] (ammonium persulfate), C1(C=CC(C2=CC=CC=C12)=O)=O (1,4-naphthoquinone), C(CC)(=O)O (propanoic acid), S1(=O)(=O)CCCC1 (sulfolane). Reagents/catalysts: [N+](=O)([O-])[O-].[Ag+] (silver nitrate). Solvent: O (water), C(C)#N (acetonitrile), O (water), ice water. The product is C(C)C=1C(C2=CC=CC=C2C(C1)=O)=O (2-ethyl-1,4-naphthoquinone). RXN SMILES: [C:1]1(=[O:12])[C:10]2[C:5](=[CH:6][CH:7]=[CH:8][CH:9]=2)[C:4](=[O:11])[CH:3]=[CH:2]1.[C:13](O)(=O)[CH2:14]C.S1(CCCC1)(=O)=O.S(OOS([O-])(=O)=O)([O-])(=O)=O.[NH4+].[NH4+]>C(#N)C.O.[N+]([O-])([O-])=O.[Ag+]>[CH2:13]([C:3]1[C:4](=[O:11])[C:5]2[C:10]([C:1](=[O:12])[CH:2]=1)=[CH:9][CH:8]=[CH:7][CH:6]=2)[CH3:14] |f:3.4.5,8.9|. Reported procedure: A solution of 1,4-naphthoquinone (7.91 g), propanoic acid (3.70 g) and silver nitrate (1.53 g) in a mixture of acetonitrile (11.4 mL), sulfolane (34.1 mL) and water (79.5 mL) was heated at 60°-65° C. for 2 hours. A solution of ammonium persulfate (13.7 g) in water (25 mL) was then added dropwise. The mixture was cooled in ice water and extracted with ether. The organic layer was washed with saturated sodium bicarbonate, water and brine, then dried, filtered and evaporated. Chromatography over si...